Dataset: the Open Reaction Database (ORD), a public repository of structured organic reaction records. Task: describe an organic reaction: reactants, conditions, products, and yield Reactants: C1(CC1)C=1SC=C(N1)CO (2-cyclopropyl-4-hydroxymethylthiazole), S(=O)(Cl)Cl (thionyl chloride). The solvent is C(Cl)(Cl)Cl (chloroform). Run at time 30 minute. Product: Cl.C1(CC1)C=1SC=C(N1)CCl (2-cyclopropyl-4-chloromethyl thiazole hydrochloride). As a reaction SMILES: [CH:1]1([C:4]2[S:5][CH:6]=[C:7]([CH2:9]O)[N:8]=2)[CH2:3][CH2:2]1.S(Cl)([Cl:13])=O>C(Cl)(Cl)Cl>[ClH:13].[CH:1]1([C:4]2[S:5][CH:6]=[C:7]([CH2:9][Cl:13])[N:8]=2)[CH2:3][CH2:2]1 |f:3.4|. Procedure details: In chloroform (10 ml) was dissolved 2-cyclopropyl-4-hydroxymethylthiazole (0.9 g), to which was added dropwise, under ice-cooling, thionyl chloride (0.68 ml), followed by stirring for 30 minutes at room temperature. Excess thionyl chloride was distilled off under reduced pressure. To the residue was added diethyl ether to yield 2-cyclopropyl-4-chloromethyl thiazole hydrochloride (1.1 g) as pale brown powder. m.p. 108°-110° C. Starting materials: O=C(OCc1ccccc1)N1CC2OC2C1, [NH4+], [Na+], [OH-], [OH-]. Yields the product NC1CN(C(=O)OCc2ccccc2)CC1O. Reaction SMILES: [CH:1]12[CH2:2][N:3]([C:7](=[O:8])[O:9][CH2:10][c:11]3[cH:12][cH:13][cH:14][cH:15][cH:16]3)[CH2:4][CH:5]1[O:6]2.[NH4+:19].[Na+:18].[OH-:17].[OH-:20]>>[CH:1]1([NH2:19])[CH2:2][N:3]([C:7](=[O:8])[O:9][CH2:10][c:11]2[cH:12][cH:13][cH:14][cH:15][cH:16]2)[CH2:4][CH:5]1[OH:6]. Starting materials: Cc1cc(OCc2ccc(F)cc2F)c(Br)c(=O)[nH]1, CC#N, C1CCOC1, CCOC(C)=O, ClCc1ccco1, [H-], [Na+], O, O. Yields the product Cc1cc(OCc2ccc(F)cc2F)c(Br)c(=O)n1Cc1ccco1. Reaction SMILES: [Br:1][c:2]1[c:3](=[O:19])[nH:4][c:5]([CH3:18])[cH:6][c:7]1[O:8][CH2:9][c:10]1[c:11]([F:17])[cH:12][c:13]([F:16])[cH:14][cH:15]1.[C:30](#[N:31])[CH3:32].[CH2:33]1[O:34][CH2:35][CH2:36][CH2:37]1.[CH3:38][CH2:39][O:40][C:41](=[O:42])[CH3:43].[Cl:22][CH2:23][c:24]1[o:25][cH:26][cH:27][cH:28]1.[H-:21].[Na+:20].[OH2:29].[OH2:44]>>[Br:1][c:2]1[c:3](=[O:19])[n:4]([CH2:23][c:24]2[o:25][cH:26][cH:27][cH:28]2)[c:5]([CH3:18])[cH:6][c:7]1[O:8][CH2:9][c:10]1[c:11]([F:17])[cH:12][c:13]([F:16])[cH:14][cH:15]1.